From a dataset of the Open Reaction Database (ORD), a public repository of structured organic reaction records. describe an organic reaction: reactants, conditions, products, and yield The reactants are Cc1nc(-c2ccc(C(F)(F)F)cc2)ccc1CC(=O)O, CO, O, O=S(Cl)Cl. Product: COC(=O)Cc1ccc(-c2ccc(C(F)(F)F)cc2)nc1C. RXN SMILES: [CH3:1][c:2]1[n:3][c:4](-[c:12]2[cH:13][cH:14][c:15]([C:18]([F:19])([F:20])[F:21])[cH:16][cH:17]2)[cH:5][cH:6][c:7]1[CH2:8][C:9](=[O:10])[OH:11].[CH3:27][OH:28].[OH2:26].[S:22]([Cl:23])([Cl:24])=[O:25]>>[CH3:1][c:2]1[n:3][c:4](-[c:12]2[cH:13][cH:14][c:15]([C:18]([F:19])([F:20])[F:21])[cH:16][cH:17]2)[cH:5][cH:6][c:7]1[CH2:8][C:9]([O:10][CH3:27])=[O:11]. Starting materials: C1(CC1)N(C(=O)C1=NC(=NC(=C1OCC1=CC=CC=C1)O)CC1(CCCC1)C1=CC=CC=C1)CCO (5-benzyloxy-6-hydroxy-2-(1-phenyl-cyclopentylmethyl)-pyrimidine-4-carboxylic acid cyclopropyl-(2-hydroxyethyl)-amide), [Si](C)(C)(C(C)(C)C)OCCN(C(=O)C1=NC(=NC(=C1OCC1=CC=CC=C1)O)CC1(CCCC1)C1=CC=CC=C1)CC1CC1.C(C1=CC=CC=C1)OC=1C(=NC(=NC1O)CC1(CCCC1)C1=CC=CC=C1)C(=O)O (5-benzyloxy-6-hydroxy-2-(1-phenyl-cyclopentylmethyl)-pyrimidine-4-carboxylic acid 5-benzyloxy-6-hydroxy-2-(1-phenyl-cyclopentylmethyl)-pyrimidine-4-carboxylic acid [2-(tert-butyl-dimethylsilanyloxy)-ethyl]-cyclopropylmethyl-amide). The product is C1(CC1)CN(C(=O)C1=NC(=NC(=C1OCC1=CC=CC=C1)O)CC1(CCCC1)C1=CC=CC=C1)CCO (5-Benzyloxy-6-hydroxy-2-(1-phenyl-cyclopentylmethyl)-pyrimidine-4-carboxylic acid cyclopropylmethyl-(2-hydroxyethyl)-amide). The yield is 96.5%. As a reaction SMILES: C1(N(CCO)C(C2C(OCC3C=CC=CC=3)=C(O)N=C(CC3(C4C=CC=CC=4)CCCC3)N=2)=O)CC1.[Si]([O:44][CH2:45][CH2:46][N:47]([CH2:77][CH:78]1[CH2:80][CH2:79]1)[C:48]([C:50]1[C:55]([O:56][CH2:57][C:58]2[CH:63]=[CH:62][CH:61]=[CH:60][CH:59]=2)=[C:54]([OH:64])[N:53]=[C:52]([CH2:65][C:66]2([C:71]3[CH:76]=[CH:75][CH:74]=[CH:73][CH:72]=3)[CH2:70][CH2:69][CH2:68][CH2:67]2)[N:51]=1)=[O:49])(C(C)(C)C)(C)C.C(OC1C(C(O)=O)=NC(CC2(C3C=CC=CC=3)CCCC2)=NC=1O)C1C=CC=CC=1>>[CH:78]1([CH2:77][N:47]([CH2:46][CH2:45][OH:44])[C:48]([C:50]2[C:55]([O:56][CH2:57][C:58]3[CH:59]=[CH:60][CH:61]=[CH:62][CH:63]=3)=[C:54]([OH:64])[N:53]=[C:52]([CH2:65][C:66]3([C:71]4[CH:72]=[CH:73][CH:74]=[CH:75][CH:76]=4)[CH2:70][CH2:69][CH2:68][CH2:67]3)[N:51]=2)=[O:49])[CH2:80][CH2:79]1 |f:1.2|. Procedure: This compound was prepared following the same method as described for 5-benzyloxy-6-hydroxy-2-(1-phenyl-cyclopentylmethyl)-pyrimidine-4-carboxylic acid cyclopropyl-(2-hydroxyethyl)-amide (285) from 5-Benzyloxy-6-hydroxy-2-(1-phenyl-cyclopentylmethyl)-pyrimidine-4-carboxylic acid [2-(tert-butyl-dimethylsilanyloxy)-ethyl]-cyclopropylmethyl-amide (304) (380 mg, 0.62 mmol). The product was obtained as a light yellow sticky solid (300 mg, 96.93%). Reactants: BrC=1N(C2=CC(=CC=C2C1C1CCCCC1)C(=O)OC)CC(=O)N(C)C (methyl 2-bromo-3-cyclohexyl-1-[2-(dimethylamino)-2-oxoethyl]-1H-indole-6-carboxylate), ClCC(=O)N(C)C (2-chloro-N,N-dimethylacetamide), C(=O)([O-])[O-].[Na+].[Na+] (Na2CO3), COC1=NC=C(C=C1)B(O)O (2-methoxy-5-pyridineboronic acid), bistriphenylphosphine palladium dichloride. Solvent: O1CCOCC1 (dioxane). Yields the product C1(CCCCC1)C1=C(N(C2=CC(=CC=C12)C(=O)OC)CC(=O)N(C)C)C=1C=NC(=CC1)OC (methyl 3-cyclohexyl-1-[2-(dimethylamino)-2-oxoethyl]-2-(6-methoxypyridin-3-yl)-1H-indole-6-carboxylate). The yield is 85.0%. As a reaction SMILES: Br[C:2]1[N:3]([CH2:21][C:22]([N:24]([CH3:26])[CH3:25])=[O:23])[C:4]2[C:9]([C:10]=1[CH:11]1[CH2:16][CH2:15][CH2:14][CH2:13][CH2:12]1)=[CH:8][CH:7]=[C:6]([C:17]([O:19][CH3:20])=[O:18])[CH:5]=2.ClCC(N(C)C)=O.C([O-])([O-])=O.[Na+].[Na+].[CH3:40][O:41][C:42]1[CH:47]=[CH:46][C:45](B(O)O)=[CH:44][N:43]=1>O1CCOCC1>[CH:11]1([C:10]2[C:9]3[C:4](=[CH:5][C:6]([C:17]([O:19][CH3:20])=[O:18])=[CH:7][CH:8]=3)[N:3]([CH2:21][C:22]([N:24]([CH3:26])[CH3:25])=[O:23])[C:2]=2[C:45]2[CH:44]=[N:43][C:42]([O:41][CH3:40])=[CH:47][CH:46]=2)[CH2:16][CH2:15][CH2:14][CH2:13][CH2:12]1 |f:2.3.4|. Procedure details: To a solution of methyl 2-bromo-3-cyclohexyl-1-[2-(dimethylamino)-2-oxoethyl]-1H-indole-6-carboxylate (1 eq), prepared as described in Example 3, Step 1, but using 2-chloro-N,N-dimethylacetamide in the alkylation step, in dioxane (0.06 M) was added bistriphenylphosphine-palladium dichloride (0.2 eq). The reaction mixture was left at RT under nitrogen atmosphere for 15 min, at that rime an aqueous solution of Na2CO3 (2 M), (2.93 eq) and 2-methoxy-5-pyridineboronic acid (2.5 eq) were added. The re... Run in C(C)O (ethanol). Reported procedure: (A)(iii) A solution of 17 mg (0.04 mmol) of 2-[3(S)-azido-2(R)-hydroxy-4-phenylbutyl]--N-tert.butyl-decahydro-(4aS,8aS)-isoquinoline-3(S)-carboxamide (prepared as described in Example 2 or Example 3) in 5 ml of ethanol was hydrogenated at about 3.4 atmospheres and at room temperature for 2 hours over 10 mg of 10% palladium-on-charcoal. The catalyst was filtered off and washed twice with ethanol. The combined filtrate and washings were evaporated to give 16 mg of 2-[3(S)-amino-2(R)-hydroxy-4-phen... The reactants are N(=[N+]=[N-])[C@H]([C@@H](CN1C[C@H]2CCCC[C@H]2C[C@H]1C(=O)NC(C)(C)C)O)CC1=CC=CC=C1 (2-[3(S)-azido-2(R)-hydroxy-4-phenylbutyl]--N-tert.butyl-decahydro-(4aS,8aS)-isoquinoline-3(S)-carboxamide). Reagents/catalysts: [Pd] (palladium-on-charcoal). Yield: 99.6%. RXN SMILES: [N:1]([C@@H:4]([CH2:25][C:26]1[CH:31]=[CH:30][CH:29]=[CH:28][CH:27]=1)[C@H:5]([OH:24])[CH2:6][N:7]1[C@H:16]([C:17]([NH:19][C:20]([CH3:23])([CH3:22])[CH3:21])=[O:18])[CH2:15][C@H:14]2[C@H:9]([CH2:10][CH2:11][CH2:12][CH2:13]2)[CH2:8]1)=[N+]=[N-]>C(O)C.[Pd]>[NH2:1][C@@H:4]([CH2:25][C:26]1[CH:27]=[CH:28][CH:29]=[CH:30][CH:31]=1)[C@H:5]([OH:24])[CH2:6][N:7]1[C@H:16]([C:17]([NH:19][C:20]([CH3:23])([CH3:21])[CH3:22])=[O:18])[CH2:15][C@H:14]2[C@H:9]([CH2:10][CH2:11][CH2:12][CH2:13]2)[CH2:8]1. The product is N[C@H]([C@@H](CN1C[C@H]2CCCC[C@H]2C[C@H]1C(=O)NC(C)(C)C)O)CC1=CC=CC=C1 (2-[3(S)-amino-2(R)-hydroxy-4-phenylbutyl]-N-tert.butyl-decahydro-(4aS,8aS)-isoquinoline-3(S)-carboxamide). Reactants: Cl.NC1=NN(C=C1C#N)CC (3-amino-1-ethyl-1H-pyrazole-4-carbonitrile hydrochloride), N(=O)[O-].[Na+] (sodium nitrite). Reagents/catalysts: [Cu]Cl (copper(I) chloride). The solvent is Cl (hydrochloric acid), Cl (hydrochloric acid). Conditions: temperature 0 celsius, time 45 minute. Yields the product ClC1=NN(C=C1C#N)CC (3-Chloro-1-ethyl-1H-pyrazole-4-carbonitrile). RXN SMILES: [ClH:1].N[C:3]1[C:7]([C:8]#[N:9])=[CH:6][N:5]([CH2:10][CH3:11])[N:4]=1.N([O-])=O.[Na+]>Cl.[Cu]Cl>[Cl:1][C:3]1[C:7]([C:8]#[N:9])=[CH:6][N:5]([CH2:10][CH3:11])[N:4]=1 |f:0.1,2.3|. Reported procedure: 1.00 g (7.34 mmol) of 3-amino-1-ethyl-1H-pyrazole-4-carbonitrile hydrochloride was dissolved in semi-concentrated hydrochloric acid (50 ml), the mixture was cooled to 0° C. and sodium nitrite (532 mg, 7.71 mmol) was added. The mixture formed was stirred at 0° C. for 45 minutes and then added dropwise to a solution, pre-heated to 60° C., of copper(I) chloride (727 mg, 7.34 mmol) in semiconcentrated hydrochloric acid, with evolution of gas. The reaction mixture was stirred at 60° C. for 2 hours, c...